From a dataset of the Open Reaction Database (ORD), a public repository of structured organic reaction records. describe an organic reaction: reactants, conditions, products, and yield The reactants are Cc1oc(-c2ccc(O)cc2)nc1CCOc1ccc(CCC(=O)OC(C)(C)C)c(CNC(=O)OC(C)C)c1, Cc1ccccc1, OC1CCOCC1, CC(C)OC(=O)N=NC(=O)OC(C)C, c1ccc(P(c2ccccc2)c2ccccc2)cc1. Product: Cc1oc(-c2ccc(OC3CCOCC3)cc2)nc1CCOc1ccc(CCC(=O)OC(C)(C)C)c(CNC(=O)OC(C)C)c1. RXN SMILES: [C:1]([CH3:2])([CH3:3])([CH3:4])[O:5][C:6]([CH2:7][CH2:8][c:9]1[c:10]([CH2:31][NH:32][C:33](=[O:34])[O:35][CH:36]([CH3:37])[CH3:38])[cH:11][c:12]([O:15][CH2:16][CH2:17][c:18]2[n:19][c:20](-[c:24]3[cH:25][cH:26][c:27]([OH:30])[cH:28][cH:29]3)[o:21][c:22]2[CH3:23])[cH:13][cH:14]1)=[O:39].[CH3:80][c:81]1[cH:82][cH:83][cH:84][cH:85][cH:86]1.[O:40]1[CH2:41][CH2:42][CH:43]([OH:46])[CH2:44][CH2:45]1.[O:66]=[C:67]([O:68][CH:69]([CH3:70])[CH3:71])[N:72]=[N:73][C:74]([O:75][CH:76]([CH3:77])[CH3:78])=[O:79].[c:47]1([P:48]([c:49]2[cH:50][cH:51][cH:52][cH:53][cH:54]2)[c:55]2[cH:56][cH:57][cH:58][cH:59][cH:60]2)[cH:61][cH:62][cH:63][cH:64][cH:65]1>>[C:1]([CH3:2])([CH3:3])([CH3:4])[O:5][C:6]([CH2:7][CH2:8][c:9]1[c:10]([CH2:31][NH:32][C:33](=[O:34])[O:35][CH:36]([CH3:37])[CH3:38])[cH:11][c:12]([O:15][CH2:16][CH2:17][c:18]2[n:19][c:20](-[c:24]3[cH:25][cH:26][c:27]([O:30][CH:43]4[CH2:42][CH2:41][O:40][CH2:45][CH2:44]4)[cH:28][cH:29]3)[o:21][c:22]2[CH3:23])[cH:13][cH:14]1)=[O:39]. Reactants: CNC(=O)NC=1C=NC2=CC=CC=C2C1 (3-(methylaminocarbonylamino)quinoline). The solvent is C(C)O (ethanol). The product is CNC(=O)NC1CNC2=CC=CC=C2C1 (3(R,S)-Methylaminocarbonylamino-1,2,3,4-tetrahydroquinoline). Reaction SMILES: [CH3:1][NH:2][C:3]([NH:5][C:6]1[CH:7]=[N:8][C:9]2[C:14]([CH:15]=1)=[CH:13][CH:12]=[CH:11][CH:10]=2)=[O:4]>C(O)C>[CH3:1][NH:2][C:3]([NH:5][CH:6]1[CH2:15][C:14]2[C:9](=[CH:10][CH:11]=[CH:12][CH:13]=2)[NH:8][CH2:7]1)=[O:4]. Reported procedure: 1.4 g of 3-(methylaminocarbonylamino)quinoline in 40 ml of ethanol are hydrogenated in a manner analogous to that described in Example 93). The crude product is purified over 200 g of silica gel with a 99:1:1 mixture of methylene chloride, methanol and glacial acetic acid as the mobile phase: Rf (L)=0.34; MS: M+ =205. Starting materials: C(C)(C)(C)OC(=O)[C@@H](C\C=C\C1=CC=CC=C1)[C@H](C(=O)NN)CC(C)C ((E)-2(R)-[1(S)-(tert-butoxycarbonyl)-4-phenyl-3-butenyl]-4-methylvalerohydrazide), C1=CC=CC=2C3=CC=CC=C3C(C12)COC(=O)NCC(=O)O (N-(9-fluorenylmethyloxycarbonyl)-glycine), Cl.C(C)N=C=NCCCN(C)C (1-ethyl-3-(3-dimethylaminopropyl)carbodiimide hydrochloride). The solvent is CN(C=O)C (dimethylformamide). Run at time 8 hour. Product: C(C)(C)(C)OC(=O)[C@@H](C\C=C\C1=CC=CC=C1)[C@H](C(=O)NNC(CNC(=O)OCC1C2=CC=CC=C2C=2C=CC=CC12)=O)CC(C)C ((E)-2(R)-[1(S)-(tert-butoxycarbonyl)-4-phenyl-3-butenyl]-2′-[N-(9-fluorenylmethyloxycarbonyl)-glycinyl]-4-methylvalerohydrazide). Yield: 86.8%. RXN SMILES: [C:1]([O:5][C:6]([C@H:8]([C@@H:18]([CH2:23][CH:24]([CH3:26])[CH3:25])[C:19]([NH:21][NH2:22])=[O:20])[CH2:9]/[CH:10]=[CH:11]/[C:12]1[CH:17]=[CH:16][CH:15]=[CH:14][CH:13]=1)=[O:7])([CH3:4])([CH3:3])[CH3:2].[CH:27]1[C:39]2[CH:38]([CH2:40][O:41][C:42]([NH:44][CH2:45][C:46](O)=[O:47])=[O:43])[C:37]3[C:32](=[CH:33][CH:34]=[CH:35][CH:36]=3)[C:31]=2[CH:30]=[CH:29][CH:28]=1.Cl.C(N=C=NCCCN(C)C)C>CN(C)C=O>[C:1]([O:5][C:6]([C@H:8]([C@@H:18]([CH2:23][CH:24]([CH3:26])[CH3:25])[C:19]([NH:21][NH:22][C:46](=[O:47])[CH2:45][NH:44][C:42]([O:41][CH2:40][CH:38]1[C:37]2[CH:36]=[CH:35][CH:34]=[CH:33][C:32]=2[C:31]2[C:39]1=[CH:27][CH:28]=[CH:29][CH:30]=2)=[O:43])=[O:20])[CH2:9]/[CH:10]=[CH:11]/[C:12]1[CH:17]=[CH:16][CH:15]=[CH:14][CH:13]=1)=[O:7])([CH3:4])([CH3:3])[CH3:2] |f:2.3|. Reported procedure: A solution of 1.0 g of (E)-2(R)-[1(S)-(tert-butoxycarbonyl)-4-phenyl-3-butenyl]-4-methylvalerohydrazide in 10 ml of dimethylformamide was treated with 1.24 g of N-(9-fluorenylmethyloxycarbonyl)-glycine and 0.80 g of 1-ethyl-3-(3-dimethylaminopropyl)carbodiimide hydrochloride. The mixture was stirred overnight at room temperature and evaporated. The residue was dissolved in ethyl acetate and washed with 2M aqueous hydrogen chloride, 5% aqueous sodium hydrogen carbonate and saturated aqueous sodiu... Reactants: O1C(=CC=C1)C(=O)C1C(NC2=CC=CC=C12)=O (3-(2-furoyl)-2-oxindole), C(C1=CC=CC=C1)(=O)N=C=O (benzoyl isocyanate). The solvent is C1(=CC=CC=C1)C (toluene). Conditions: time 8 hour. Product: C(C1=CC=CC=C1)(=O)NC(=O)N1C(C(C2=CC=CC=C12)C(=O)C=1OC=CC1)=O (N-Benzoyl-3-(2-furoyl)-2-oxindole-1-carboxamide). The yield is 61.4%. Reaction SMILES: [O:1]1[CH:5]=[CH:4][CH:3]=[C:2]1[C:6]([CH:8]1[C:16]2[C:11](=[CH:12][CH:13]=[CH:14][CH:15]=2)[NH:10][C:9]1=[O:17])=[O:7].[C:18]([N:26]=[C:27]=[O:28])(=[O:25])[C:19]1[CH:24]=[CH:23][CH:22]=[CH:21][CH:20]=1>C1(C)C=CC=CC=1>[C:18]([NH:26][C:27]([N:10]1[C:11]2[C:16](=[CH:15][CH:14]=[CH:13][CH:12]=2)[CH:8]([C:6]([C:2]2[O:1][CH:5]=[CH:4][CH:3]=2)=[O:7])[C:9]1=[O:17])=[O:28])(=[O:25])[C:19]1[CH:24]=[CH:23][CH:22]=[CH:21][CH:20]=1. Procedure: A mixture of 909 mg (4.0 mmole) of 3-(2-furoyl)-2-oxindole and 706 mg (4.8 mmole) of benzoyl isocyanate in 25 ml of toluene was heated to reflux and then it was heated at reflux temperature for 7 hours. The mixture was allowed to stand at room temperature overnight and then the precipitate which had formed was removed by filtration, giving 1.3 g of crude product. The crude product was recrystallized from ca 30 ml of acetic acid, giving 920 mg of the title compound, mp 184° C. (dec).